Dataset: the Open Reaction Database (ORD), a public repository of structured organic reaction records. Task: describe an organic reaction: reactants, conditions, products, and yield Starting materials: OO (hydrogen peroxide), C(C)SC(=C[N+](=O)[O-])CC (2-ethylthio-1-nitrobutene), 2s, product. The solvent is C(=O)O (formic acid). Conditions: time 18 hour. Product: C(C)S(=O)C(=C[N+](=O)[O-])CC (2-Ethylsulfinyl-1-nitrobutene). The yield is 25.0%. RXN SMILES: [OH:1]O.[CH2:3]([S:5][C:6]([CH2:11][CH3:12])=[CH:7][N+:8]([O-:10])=[O:9])[CH3:4]>C(O)=O>[CH2:3]([S:5]([C:6]([CH2:11][CH3:12])=[CH:7][N+:8]([O-:10])=[O:9])=[O:1])[CH3:4]. Procedure details: 2-Ethylsulfinyl-1-nitrobutene was prepared by the dropwise addition of aqueous hydrogen peroxide (1.05 g., 0.0093 mol) to a stirred solution of 2-ethylthio-1-nitrobutene (1.50 g., 0.0093 mol) in formic acid (20 ml.). The resulting solution was stirred at room temperature for 18 hours. The solvent was removed under reduced pressure and the residue was dissolved in methylene chloride, washed successively with saturated aqueous sodium bicarbonate (1×50 ml.) and deionized water (1×50 ml.), dried ove... Reactants: Br, Cc1ccc(S(F)(F)(F)(F)F)cc1N, CC(=O)O, O=N[O-], [Na+], O. RXN SMILES: [BrH:15].[CH3:1][c:2]1[c:3]([NH2:4])[cH:5][c:6]([S:9]([F:10])([F:11])([F:12])([F:13])[F:14])[cH:7][cH:8]1.[CH3:20][C:21](=[O:22])[OH:23].[N:16]([O-:17])=[O:18].[Na+:19].[OH2:24]>>[CH3:1][c:2]1[c:3]([Br:15])[cH:5][c:6]([S:9]([F:10])([F:11])([F:12])([F:13])[F:14])[cH:7][cH:8]1. Yields the product Cc1ccc(S(F)(F)(F)(F)F)cc1Br. As a reaction SMILES: [Al+3:17].[Br:1][c:2]1[s:3][cH:4][cH:5][cH:6]1.[C:7]([CH2:8][CH2:9][CH2:10][CH2:11][CH2:12][CH3:13])(=[O:14])[Cl:15].[Cl-:16].[Cl-:18].[Cl-:19].[cH:20]1[cH:21][cH:22][cH:23][cH:24][cH:25]1>>[Br:1][c:2]1[s:3][c:4]([C:7]([CH2:8][CH2:9][CH2:10][CH2:11][CH2:12][CH3:13])=[O:14])[cH:5][cH:6]1. Reactants: [Al+3], Brc1cccs1, CCCCCCC(=O)Cl, [Cl-], [Cl-], [Cl-], c1ccccc1. Product: CCCCCCC(=O)c1ccc(Br)s1. Starting materials: FC(C(CC(C)(C)C=1C=C(C=O)C=CC1)(CN1C=CC(C2=CC=CC=C12)=O)O)(F)F (3-[4,4,4-trifluoro-3-hydroxy-1,1-dimethyl-3-(4-oxo-4H-quinolin-1-ylmethyl)butyl]benzaldehyde), ClC(C)Cl (dichloroethane), C(C)(=O)O (acetic acid), N1CCOCC1 (morpholine), Triacetoxy sodium. Conditions: time 0.5 hour. Product: OC(CN1C=CC(C2=CC=CC=C12)=O)(CC(C)(C1=CC(=CC=C1)CN1CCOCC1)C)C(F)(F)F (1-[2-hydroxy-4-methyl-4-(3-morpholin-4-ylmethylphenyl)-2-trifluoromethylpentyl]-1H-quinolin-4-one). Yield: 51.2%. As a reaction SMILES: [F:1][C:2]([F:30])([F:29])[C:3]([OH:28])([CH2:16][N:17]1[C:26]2[C:21](=[CH:22][CH:23]=[CH:24][CH:25]=2)[C:20](=[O:27])[CH:19]=[CH:18]1)[CH2:4][C:5]([C:8]1[CH:9]=[C:10]([CH:13]=[CH:14][CH:15]=1)[CH:11]=O)([CH3:7])[CH3:6].ClC(Cl)C.C(O)(=O)C.[NH:39]1[CH2:44][CH2:43][O:42][CH2:41][CH2:40]1>>[OH:28][C:3]([C:2]([F:30])([F:1])[F:29])([CH2:4][C:5]([CH3:6])([C:8]1[CH:15]=[CH:14][CH:13]=[C:10]([CH2:11][N:39]2[CH2:44][CH2:43][O:42][CH2:41][CH2:40]2)[CH:9]=1)[CH3:7])[CH2:16][N:17]1[C:26]2[C:21](=[CH:22][CH:23]=[CH:24][CH:25]=2)[C:20](=[O:27])[CH:19]=[CH:18]1. Reported procedure: To a solution of 3-[4,4,4-trifluoro-3-hydroxy-1,1-dimethyl-3-(4-oxo-4H-quinolin-1-ylmethyl)butyl]benzaldehyde (0.05 g, 0.12 mmol), dichloroethane (3.0 mL), and acetic acid (0.09 mL, 1.46 mmol) in an ice bath was added morpholine (0.26 μL, 3.00 mmol). The solution was warmed to room temperature and stirred for 0.5 hours. Triacetoxy sodium borohyride (0.06 g. 0.30 mmol) was added and the reaction stirred at room temperature. After 3.0 hours, the solution was partitioned between EtOAc and 3% NH4OH ... Product: O=C(O)c1noc(-c2ccccc2)c1C1CC1. RXN SMILES: [CH3:21][C:22](=[O:23])[OH:24].[CH3:25][OH:26].[CH:1]1([c:4]2[c:5]([C:15](=[O:16])[O:17][CH3:18])[n:6][o:7][c:8]2-[c:9]2[cH:10][cH:11][cH:12][cH:13][cH:14]2)[CH2:2][CH2:3]1.[Na+:20].[OH-:19]>>[CH:1]1([c:4]2[c:5]([C:15](=[O:16])[OH:17])[n:6][o:7][c:8]2-[c:9]2[cH:10][cH:11][cH:12][cH:13][cH:14]2)[CH2:2][CH2:3]1. Starting materials: CC(=O)O, CO, COC(=O)c1noc(-c2ccccc2)c1C1CC1, [Na+], [OH-]. Reactants: O=C([O-])O, N#CCCl, FC(F)(F)c1ccc(OC2CNCCc3ccccc32)cc1, [Na+], CN(C)C=O. The product is N#CCN1CCc2ccccc2C(Oc2ccc(C(F)(F)F)cc2)C1. RXN SMILES: [C:27](=[O:28])([OH:29])[O-:30].[Cl:23][CH2:24][C:25]#[N:26].[F:1][C:2]([c:3]1[cH:4][cH:5][c:6]([O:7][CH:8]2[CH2:9][NH:10][CH2:11][CH2:12][c:13]3[c:14]2[cH:15][cH:16][cH:17][cH:18]3)[cH:19][cH:20]1)([F:21])[F:22].[Na+:31].[O:32]=[CH:33][N:34]([CH3:35])[CH3:36]>>[F:1][C:2]([c:3]1[cH:4][cH:5][c:6]([O:7][CH:8]2[CH2:9][N:10]([CH2:24][C:25]#[N:26])[CH2:11][CH2:12][c:13]3[c:14]2[cH:15][cH:16][cH:17][cH:18]3)[cH:19][cH:20]1)([F:21])[F:22]. As a reaction SMILES: [O-]CC.[Na+].[CH2:5]([O:7][C:8]([C:10]1[NH:11][C:12](=[S:16])[NH:13][C:14]=1[CH3:15])=[O:9])[CH3:6].[CH2:17]([O:19][CH:20]([O:23][CH2:24][CH3:25])[CH2:21]Br)[CH3:18]>CCO>[CH2:5]([O:7][C:8]([C:10]1[N:11]=[C:12]([S:16][CH2:21][CH:20]([O:23][CH2:24][CH3:25])[O:19][CH2:17][CH3:18])[NH:13][C:14]=1[CH3:15])=[O:9])[CH3:6] |f:0.1|. The product is C(C)OC(=O)C=1N=C(NC1C)SCC(OCC)OCC (2-(2,2-diethoxy-ethylsulfanyl)-5-methyl-1H-imidazole-4-carboxylic Acid Ethyl Ester). Reported procedure: A solution of sodium ethoxide (5.37 mmol) in EtOH (3.3 mL) is added to a solution of 5-methyl-2-thioxo-2,3-dihydro-1H-imidazole-4-carboxylic acid ethyl ester (5.37 mmol) in EtOH (7.0 mL). Bromoacetaldehyde diethyl acetal (5.37 mmol) is added and the mixture is stirred at reflux for 12 h. After cooling to RT the mixture is filtered and concentrated in vacuo to give the desired product which is used without further purification. LC-MS: tR=0.70 min; [M+H]+=303.4. The reactants are C(C)OC(CBr)OCC (Bromoacetaldehyde diethyl acetal), [O-]CC.[Na+] (sodium ethoxide), C(C)OC(=O)C=1NC(NC1C)=S (5-methyl-2-thioxo-2,3-dihydro-1H-imidazole-4-carboxylic acid ethyl ester). The solvent is CCO (EtOH), CCO (EtOH). Starting materials: CCN=C=NCCCN(C)C (EDCI), O (water), CN1N=C(C2=CC=C(C=C12)C)C1=CN=C2C(=N1)C(=CN2)C(=O)O (2-(1,6-dimethyl-1H-indazol-3-yl)-5H-pyrrolo[3,2-b]pyrazine-7-carboxylic acid), NC1(CC1)CO ((1-aminocyclopropyl)methanol). The reagents and catalysts are CN(C)C=1C=CN=CC1 (DMAP). The solvent is CN(C)C=O (DMF). Reaction conditions: time 16 hour. Yields the product CN1N=C(C2=CC=C(C=C12)C)C1=CN=C2C(=N1)C(=CN2)C(=O)NC2(CC2)CO (2-(1,6-dimethyl-1H-indazol-3-yl)-N-(1-(hydroxymethyl)cyclopropyl)-5H-pyrrolo[3,2-b]pyrazine-7-carboxamide). The yield is 35.8%. Reaction SMILES: [CH3:1][N:2]1[C:10]2[C:5](=[CH:6][CH:7]=[C:8]([CH3:11])[CH:9]=2)[C:4]([C:12]2[N:17]=[C:16]3[C:18]([C:21](O)=[O:22])=[CH:19][NH:20][C:15]3=[N:14][CH:13]=2)=[N:3]1.[NH2:24][C:25]1([CH2:28][OH:29])[CH2:27][CH2:26]1.CCN=C=NCCCN(C)C.O>CN(C=O)C.CN(C1C=CN=CC=1)C>[CH3:1][N:2]1[C:10]2[C:5](=[CH:6][CH:7]=[C:8]([CH3:11])[CH:9]=2)[C:4]([C:12]2[N:17]=[C:16]3[C:18]([C:21]([NH:24][C:25]4([CH2:28][OH:29])[CH2:27][CH2:26]4)=[O:22])=[CH:19][NH:20][C:15]3=[N:14][CH:13]=2)=[N:3]1. Reported procedure: To a stirred mixture of 2-(1,6-dimethyl-1H-indazol-3-yl)-5H-pyrrolo[3,2-b]pyrazine-7-carboxylic acid (80 mg, 0.26 mmol) and (1-aminocyclopropyl)methanol (34 mg, 0.39 mmol) in DMF (3 mL), was added EDCI (100 mg, 0.52 mmol) followed by DMAP (63 mg, 0.52 mmol). The mixture was stirred at room temperature for 16 hours. Then the mixture was poured into water (5 mL) and filtered. The crude product was purified by preparative-HPLC (Gemini 5u C18 150×21.2 mm; inject volume: 3 mL/inj, flow rate: 20 mL/mi...